From a dataset of the Open Reaction Database (ORD), a public repository of structured organic reaction records. describe an organic reaction: reactants, conditions, products, and yield Product: CC(C)(C)OC(=O)NC(CNC(=O)C1CCOCC1)c1ccccc1. Reactants: CC(C)(C)OC(=O)NC(CN)c1ccccc1, O=C(O)C1CCOCC1. RXN SMILES: [C:1]([CH3:2])([CH3:3])([CH3:4])[O:5][C:6]([NH:7][CH:8]([CH2:9][NH2:10])[c:11]1[cH:12][cH:13][cH:14][cH:15][cH:16]1)=[O:17].[O:18]1[CH2:19][CH2:20][CH:21]([C:24](=[O:25])[OH:26])[CH2:22][CH2:23]1>>[C:1]([CH3:2])([CH3:3])([CH3:4])[O:5][C:6]([NH:7][CH:8]([CH2:9][NH:10][C:24]([CH:21]1[CH2:20][CH2:19][O:18][CH2:23][CH2:22]1)=[O:25])[c:11]1[cH:12][cH:13][cH:14][cH:15][cH:16]1)=[O:17].